This data is from the Open Reaction Database (ORD), a public repository of structured organic reaction records. The task is: describe an organic reaction: reactants, conditions, products, and yield The reactants are ClC=1C=C(C=CC1)C#CC=1N=C(NC1)C (4-(3-chloro-phenylethynyl)-2-methyl-1H-imidazole), ClC1=NC=C(C=N1)F (2-chloro-5-fluoro-pyrimidine). The product is ClC=1C=C(C=CC1)C#CC=1N=C(N(C1)C1=NC=C(C=N1)F)C (2-[4-(3-Chloro-phenylethynyl)-2-methyl-imidazol-1-yl]-5-fluoro-pyrimidine). As a reaction SMILES: [Cl:1][C:2]1[CH:3]=[C:4]([C:8]#[C:9][C:10]2[N:11]=[C:12]([CH3:15])[NH:13][CH:14]=2)[CH:5]=[CH:6][CH:7]=1.Cl[C:17]1[N:22]=[CH:21][C:20]([F:23])=[CH:19][N:18]=1>>[Cl:1][C:2]1[CH:3]=[C:4]([C:8]#[C:9][C:10]2[N:11]=[C:12]([CH3:15])[N:13]([C:17]3[N:22]=[CH:21][C:20]([F:23])=[CH:19][N:18]=3)[CH:14]=2)[CH:5]=[CH:6][CH:7]=1. Reported procedure: The title compound, MS: m/e=313.1 (M+H+), was prepared in accordance with the general method of example 1 from 4-(3-chloro-phenylethynyl)-2-methyl-1H-imidazole and 2-chloro-5-fluoro-pyrimidine. Starting materials: C(C)(C)(C)OC(=O)N1[C@@H](CC(C1)=NOC)C(=O)O ((2S,4EZ)-1-(tert-butoxycarbonyl)-4-(methoxyimino)-2-pyrrolidinecarboxylic acid), C1(=CC=C(C=C1)S(=O)(=O)Cl)C1=CC=CC=C1 ([1,1′-biphenyl]-4-sulfonyl chloride), NCCCO (3-amino-1-propanol). Yields the product C1(=CC=C(C=C1)S(=O)(=O)N1[C@@H](CC(C1)=NOC)C(=O)NCCCO)C1=CC=CC=C1 ((2S,4EZ)-1-([1,1′-biphenyl]-4-ylsulfonyl)-N-(3-hydroxypropyl)-4-(methoxyimino)-2-pyrrolidinecarboxamide). As a reaction SMILES: C(OC([N:8]1[CH2:12][C:11](=[N:13][O:14][CH3:15])[CH2:10][C@H:9]1[C:16]([OH:18])=O)=O)(C)(C)C.[C:19]1([C:29]2[CH:34]=[CH:33][CH:32]=[CH:31][CH:30]=2)[CH:24]=[CH:23][C:22]([S:25](Cl)(=[O:27])=[O:26])=[CH:21][CH:20]=1.[NH2:35][CH2:36][CH2:37][CH2:38][OH:39]>>[C:19]1([C:29]2[CH:34]=[CH:33][CH:32]=[CH:31][CH:30]=2)[CH:24]=[CH:23][C:22]([S:25]([N:8]2[CH2:12][C:11](=[N:13][O:14][CH3:15])[CH2:10][C@H:9]2[C:16]([NH:35][CH2:36][CH2:37][CH2:38][OH:39])=[O:18])(=[O:27])=[O:26])=[CH:21][CH:20]=1. Procedure details: Following the general method as outlined in Example 22, starting from (2S,4EZ)-1-(tert-butoxycarbonyl)-4-(methoxyimino)-2-pyrrolidinecarboxylic acid, [1,1′-biphenyl]-4-sulfonyl chloride, and 3-amino-1-propanol, the title compound was obtained in 64% purity by HPLC. MS(ESI+): m/z=432.